Dataset: the Open Reaction Database (ORD), a public repository of structured organic reaction records. Task: describe an organic reaction: reactants, conditions, products, and yield Starting materials: C(C)OC(=O)CCC=1C(=NN(C1)CC1=CC=C(C(=O)O)C=C1)C1=CC=CC=C1 (4-[4-(2-ethoxycarbonylethyl)-3-phenyl-1H-pyrazol-1-ylmethyl]benzoic acid), N1=C(C=CC=C1)CCN (2-(2-pyridyl)ethylamine), O.ON1N=NC2=C1C=CC=C2 (1-hydroxybenzotriazole monohydrate), CCN=C=NCCCN(C)C (WSC). Run in CN(C=O)C (N,N-dimethylformamide), O (water). Conditions: time 2.5 day. Yields the product C1(=CC=CC=C1)C1=NN(C=C1CCC(=O)OCC)CC1=CC(=CC=C1)C(=O)NCCC1=NC=CC=C1 (ethyl 3-[3-phenyl-1-[3-[2-(2-pyridyl)ethylaminocarbonyl)benzyl]-1H-pyrazol-4-yl]propionate). Isolated yield 90.2%. As a reaction SMILES: [CH2:1]([O:3][C:4]([CH2:6][CH2:7][C:8]1[C:9]([C:23]2[CH:28]=[CH:27][CH:26]=[CH:25][CH:24]=2)=[N:10][N:11]([CH2:13][C:14]2[CH:22]=[CH:21][C:17](C(O)=O)=[CH:16][CH:15]=2)[CH:12]=1)=[O:5])[CH3:2].[N:29]1[CH:34]=CC=C[C:30]=1CCN.[OH2:38].O[N:40]1[C:44]2[CH:45]=[CH:46][CH:47]=[CH:48][C:43]=2N=N1.CCN=C=NCCCN(C)C>O.CN(C)C=O>[C:23]1([C:9]2[C:8]([CH2:7][CH2:6][C:4]([O:3][CH2:1][CH3:2])=[O:5])=[CH:12][N:11]([CH2:13][C:14]3[CH:22]=[CH:21][CH:17]=[C:16]([C:34]([NH:29][CH2:30][CH2:43][C:48]4[CH:47]=[CH:46][CH:45]=[CH:44][N:40]=4)=[O:38])[CH:15]=3)[N:10]=2)[CH:24]=[CH:25][CH:26]=[CH:27][CH:28]=1 |f:2.3|. Reported procedure: A mixture of 4-[4-(2-ethoxycarbonylethyl)-3-phenyl-1H-pyrazol-1-ylmethyl]benzoic acid (400 mg), 2-(2-pyridyl)ethylamine (170 mg), 1-hydroxybenzotriazole monohydrate (200 mg), WSC (250 mg), and N,N-dimethylformamide (10 ml) was stirred at room temperature for 2.5 days. The reaction mixture was poured into water, which was extracted with ethyl acetate. The ethyl acetate layer was washed with saturated aqueous sodium bicarbonate solution, 1 N hydrochloric acid, then, with saturated aqueous sodium c... Reactants: ClCCl, Cl, c1ccc(OP(Oc2ccccc2)Oc2ccccc2)cc1. Yields the product [Cl-], Cl, c1ccc(OP(Oc2ccccc2)Oc2ccccc2)cc1. As a reaction SMILES: [CH2:24]([Cl:25])[Cl:26].[Cl:1].[P:2]([O:3][c:4]1[cH:5][cH:6][cH:7][cH:8][cH:9]1)([O:10][c:11]1[cH:12][cH:13][cH:14][cH:15][cH:16]1)[O:17][c:18]1[cH:19][cH:20][cH:21][cH:22][cH:23]1>>[Cl-:25].[Cl:1].[P:2]([O:3][c:4]1[cH:5][cH:6][cH:7][cH:8][cH:9]1)([O:10][c:11]1[cH:12][cH:13][cH:14][cH:15][cH:16]1)[O:17][c:18]1[cH:19][cH:20][cH:21][cH:22][cH:23]1. Yields the product O=C(NC1CCCCC1)NS(=O)(=O)c1ccc(CCNC(=O)N2Cc3ccccc3C2=O)cc1. Reactants: COC, CC(C)=O, [Na+], C1COCCO1, O=C(NCCc1ccc(S(=O)(=O)NC(S)=NC2CCCCC2)cc1)N1Cc2ccccc2C1=O, [OH-]. RXN SMILES: [CH3:1][O:2][CH3:3].[CH3:40][C:41](=[O:42])[CH3:43].[Na+:39].[O:44]1[CH2:45][CH2:46][O:47][CH2:48][CH2:49]1.[O:4]=[C:5]1[N:6]([C:14](=[O:15])[NH:16][CH2:17][CH2:18][c:19]2[cH:20][cH:21][c:22]([S:25](=[O:26])(=[O:27])[NH:28][C:29]([SH:30])=[N:31][CH:32]3[CH2:33][CH2:34][CH2:35][CH2:36][CH2:37]3)[cH:23][cH:24]2)[CH2:7][c:8]2[cH:9][cH:10][cH:11][cH:12][c:13]21.[OH-:38]>>[O:2]=[C:29]([NH:28][S:25]([c:22]1[cH:21][cH:20][c:19]([CH2:18][CH2:17][NH:16][C:14]([N:6]2[C:5](=[O:4])[c:13]3[c:8]([cH:9][cH:10][cH:11][cH:12]3)[CH2:7]2)=[O:15])[cH:24][cH:23]1)(=[O:26])=[O:27])[NH:31][CH:32]1[CH2:33][CH2:34][CH2:35][CH2:36][CH2:37]1. The reactants are ClC=1C=CC2=C(C=3N(CC(N2)=O)C=2C=CC=CC2C3)C1 (2-chloroindolo[1,2-d][1,4]benzodiazepin-6(7H)-one), C([O-])(O)=O.[Na+] (sodium bicarbonate), P12(=S)SP3(=S)SP(=S)(S1)SP(=S)(S2)S3 (P2S5). Run in COCCOCCOC (diglyme), O (water). Product: ClC=1C=CC2=C(C=3N(CC(N2)=S)C=2C=CC=CC2C3)C1 (2-Chloroindolo[1,2-d][1,4]benzodiazepin-6(7H)-thione). Isolated yield 40.0%. RXN SMILES: [Cl:1][C:2]1[CH:3]=[CH:4][C:5]2[NH:11][C:10](=O)[CH2:9][N:8]3[C:13]4[CH:14]=[CH:15][CH:16]=[CH:17][C:18]=4[CH:19]=[C:7]3[C:6]=2[CH:20]=1.C(=O)(O)[O-].[Na+].P12(SP3(SP(SP(S3)(S1)=S)(=S)S2)=S)=[S:27]>COCCOCCOC.O>[Cl:1][C:2]1[CH:3]=[CH:4][C:5]2[NH:11][C:10](=[S:27])[CH2:9][N:8]3[C:13]4[CH:14]=[CH:15][CH:16]=[CH:17][C:18]=4[CH:19]=[C:7]3[C:6]=2[CH:20]=1 |f:1.2|. Procedure: A mixture of 3.74 g 2-chloroindolo[1,2-d][1,4]benzodiazepin-6(7H)-one, 2.58 g sodium bicarbonate, and 13.67 g P2S5 in 85 ml diglyme was heated at 105°-120° C. under nitrogen for one and a half hours. The cooled reaction mixture was diluted with water to precipiate a solid. Recrystallization from toluene yielded 1.58 g solid, which decomposed at 265° C. Starting materials: CC1=C(C(=O)O)C=CC=C1 (2-methylbenzoic acid), CC1=CC=C(C=N1)C1(CCOCC1)CN (C-[4-(6-methylpyridin-3-yl)-tetrahydropyran-4-yl]methylamine). Product: CC1=C(C(=O)NCC2(CCOCC2)C=2C=NC(=CC2)C)C=CC=C1 (2-Methyl-N-[4-(6-methyl-pyridin-3-yl)-tetrahydro-pyran-4-ylmethyl]-benzamide). RXN SMILES: [CH3:1][C:2]1[CH:10]=[CH:9][CH:8]=[CH:7][C:3]=1[C:4]([OH:6])=O.[CH3:11][C:12]1[N:17]=[CH:16][C:15]([C:18]2([CH2:24][NH2:25])[CH2:23][CH2:22][O:21][CH2:20][CH2:19]2)=[CH:14][CH:13]=1>>[CH3:1][C:2]1[CH:10]=[CH:9][CH:8]=[CH:7][C:3]=1[C:4]([NH:25][CH2:24][C:18]1([C:15]2[CH:16]=[N:17][C:12]([CH3:11])=[CH:13][CH:14]=2)[CH2:19][CH2:20][O:21][CH2:22][CH2:23]1)=[O:6]. Procedure details: From 2-methylbenzoic acid and C-[4-(6-methylpyridin-3-yl)-tetrahydropyran-4-yl]methylamine. LCMS (MH+): m/z=325.0, tR (minutes, Method B)=0.60 Reactants: C(C)C1=NN(C2=CC=CC(=C12)NC(=O)C1=CN=C2N1C=CC=C2)CC2=CC=CC(=N2)OC2CCN(CC2)C(=O)OC(C)(C)C (tert-butyl 4-(6-((3-ethyl-4-(imidazo[1,2-a]pyridine-3-carboxamido)-1H-indazol-1-yl)methyl)pyridin-2-yloxy)piperidine-1-carboxylate), C(=O)(C(F)(F)F)O (TFA). Run in C(Cl)Cl (DCM). Reaction conditions: time 1 hour. The product is C(C)C1=NN(C2=CC=CC(=C12)NC(=O)C1=CN=C2N1C=CC=C2)CC2=NC(=CC=C2)OC2CCNCC2 (N-(3-ethyl-1-((6-(piperidin-4-yloxy)pyridin-2-yl)methyl)-1H-indazol-4-yl)imidazo[1,2-a]pyridine-3-carboxamide). Yield: 20.2%. RXN SMILES: [CH2:1]([C:3]1[C:11]2[C:6](=[CH:7][CH:8]=[CH:9][C:10]=2[NH:12][C:13]([C:15]2[N:19]3[CH:20]=[CH:21][CH:22]=[CH:23][C:18]3=[N:17][CH:16]=2)=[O:14])[N:5]([CH2:24][C:25]2[N:30]=[C:29]([O:31][CH:32]3[CH2:37][CH2:36][N:35](C(OC(C)(C)C)=O)[CH2:34][CH2:33]3)[CH:28]=[CH:27][CH:26]=2)[N:4]=1)[CH3:2].C(O)(C(F)(F)F)=O>C(Cl)Cl>[CH2:1]([C:3]1[C:11]2[C:6](=[CH:7][CH:8]=[CH:9][C:10]=2[NH:12][C:13]([C:15]2[N:19]3[CH:20]=[CH:21][CH:22]=[CH:23][C:18]3=[N:17][CH:16]=2)=[O:14])[N:5]([CH2:24][C:25]2[CH:26]=[CH:27][CH:28]=[C:29]([O:31][CH:32]3[CH2:33][CH2:34][NH:35][CH2:36][CH2:37]3)[N:30]=2)[N:4]=1)[CH3:2]. Procedure details: To tert-butyl 4-(6-((3-ethyl-4-(imidazo[1,2-a]pyridine-3-carboxamido)-1H-indazol-1-yl)methyl)pyridin-2-yloxy)piperidine-1-carboxylate (3 mg, 0.02 mmol) in DCM (1 mL) was added TFA (1 mL). The reaction mixture was stirred for one hour and concentrated. Silica gel chromatography of the crude material (DCM/MeOH/NH4OH 10:1:0.1) provided the desired product (2 mg). MS (ES+APCI) m/z=496 (M+H). The reactants are Cc1nccc(N2CCN(C(=O)N3CCN(C(=O)OC(C)(C)C)CC3)CC2)n1, CCOCC, O=S(=O)(Cl)c1ccc(Cl)cc1, ClCCl. Yields the product Cc1nccc(N2CCN(C(=O)N3CCN(S(=O)(=O)c4ccc(Cl)cc4)CC3)CC2)n1. Reaction SMILES: [C:1]([O:2][C:3](=[O:4])[N:8]1[CH2:9][CH2:10][N:11]([C:14](=[O:15])[N:16]2[CH2:17][CH2:18][N:19]([c:22]3[n:23][c:24]([CH3:28])[n:25][cH:26][cH:27]3)[CH2:20][CH2:21]2)[CH2:12][CH2:13]1)([CH3:5])([CH3:6])[CH3:7].[CH2:40]([O:41][CH2:42][CH3:43])[CH3:44].[Cl:29][c:30]1[cH:31][cH:32][c:33]([S:36](=[O:37])(=[O:38])[Cl:39])[cH:34][cH:35]1.[Cl:45][CH2:46][Cl:47]>>[N:8]1([S:36]([c:33]2[cH:32][cH:31][c:30]([Cl:29])[cH:35][cH:34]2)(=[O:37])=[O:38])[CH2:9][CH2:10][N:11]([C:14](=[O:15])[N:16]2[CH2:17][CH2:18][N:19]([c:22]3[n:23][c:24]([CH3:28])[n:25][cH:26][cH:27]3)[CH2:20][CH2:21]2)[CH2:12][CH2:13]1. The reactants are COc1cc2c(cc1OC)-c1cc(Nc3c(C)cc(C)cc3C)nc(=O)n1CC2, CN(C)C=O, CO, CC(C)I, [H-], [Na+]. Yields the product COc1cc2c(cc1OC)-c1cc(N(c3c(C)cc(C)cc3C)C(C)C)nc(=O)n1CC2. Reaction SMILES: [CH3:1][O:2][c:3]1[cH:4][c:5]2[c:10]([cH:11][c:12]1[O:13][CH3:14])-[c:9]1[n:8]([c:18](=[O:19])[n:17][c:16]([NH:20][c:21]3[c:22]([CH3:29])[cH:23][c:24]([CH3:28])[cH:25][c:26]3[CH3:27])[cH:15]1)[CH2:7][CH2:6]2.[CH3:30][N:31]([CH3:32])[CH:33]=[O:34].[CH3:41][OH:42].[CH:37]([CH3:38])([CH3:39])[I:40].[H-:35].[Na+:36]>>[CH3:1][O:2][c:3]1[cH:4][c:5]2[c:10]([cH:11][c:12]1[O:13][CH3:14])-[c:9]1[n:8]([c:18](=[O:19])[n:17][c:16]([N:20]([c:21]3[c:22]([CH3:29])[cH:23][c:24]([CH3:28])[cH:25][c:26]3[CH3:27])[CH:37]([CH3:38])[CH3:39])[cH:15]1)[CH2:7][CH2:6]2. Product: FC1=C2C(=C(N(C2=C(C=C1)C#CC1=CC=C(C=C1)OCCCCC1=C(C(=C(C=C1F)F)F)F)CCCC(=O)O)C)CCCC(=O)O (4,4′-[4-fluoro-2-methyl-7-({4-[4-(2,3,4,6-tetrafluorophenyl)butoxy]phenyl}ethynyl)-1H-indole-1,3-diyl]dibutanoic Acid). Reported procedure: The compound (50 mg) prepared in Example 14 (3) was dissolved in ethyl acetate (1.4 mL) at 70° C. To the solution, n-heptane (0.68 mL) was added at room temperature, which was then cooled to 0° C. The precipitated solid was filtered and dried under reduced pressure to obtain the title compound (39 mg). Reaction SMILES: [F:1][C:2]1[CH:10]=[CH:9][C:8]([C:11]#[C:12][C:13]2[CH:18]=[CH:17][C:16]([O:19][CH2:20][CH2:21][CH2:22][CH2:23][C:24]3[C:29]([F:30])=[C:28](F)[C:27]([F:32])=[C:26]([F:33])[C:25]=3[F:34])=[CH:15][CH:14]=2)=[C:7]2[C:3]=1[C:4]([CH2:42][CH2:43][CH2:44][C:45]([OH:47])=[O:46])=[C:5]([CH3:41])[N:6]2[CH2:35][CH2:36][CH2:37][C:38]([OH:40])=[O:39].CCCCCCC>C(OCC)(=O)C>[F:1][C:2]1[CH:10]=[CH:9][C:8]([C:11]#[C:12][C:13]2[CH:18]=[CH:17][C:16]([O:19][CH2:20][CH2:21][CH2:22][CH2:23][C:24]3[C:29]([F:30])=[CH:28][C:27]([F:32])=[C:26]([F:33])[C:25]=3[F:34])=[CH:15][CH:14]=2)=[C:7]2[C:3]=1[C:4]([CH2:42][CH2:43][CH2:44][C:45]([OH:47])=[O:46])=[C:5]([CH3:41])[N:6]2[CH2:35][CH2:36][CH2:37][C:38]([OH:40])=[O:39]. Run at temperature 0 celsius. Reactants: FC1=C2C(=C(N(C2=C(C=C1)C#CC1=CC=C(C=C1)OCCCCC1=C(C(=C(C(=C1F)F)F)F)F)CCCC(=O)O)C)CCCC(=O)O (4,4′-[4-fluoro-2-methyl-7-({4-[4-(pentafluorophenyl)butoxy]phenyl}ethynyl)-1H-indole-1,3-diyl]dibutanoic Acid), CCCCCCC (n-heptane). The solvent is C(C)(=O)OCC (ethyl acetate). Yield: 80.2%.